Task: describe an organic reaction: reactants, conditions, products, and yield. Dataset: the Open Reaction Database (ORD), a public repository of structured organic reaction records Procedure details: To a mixture of (RS)-2-(5-(1-hydroxy-ethyl)-isoxazol-3-yl)-pyridine (0.9 gm), and triphenylphosphene (1.77 gm) in dichloromethane (20 ml) was added carbontetrabromide (6 gm) at 0° C. The reaction mixture was stirred at 30° C. over a period of 2.5 h. The reaction was monitored by TLC. The reaction was quenched by addition of water and layers were separated. Combined organic extract was washed with brine and evaporated under vacuum to provide the 1.7 gm crude mass which was purified by using silic... Yields the product BrC(C)C1=CC(=NO1)C1=NC=CC=C1 ((RS)-2-(5-(1-Bromoethyl)-isoxazol-3-yl)-pyridine). RXN SMILES: O[CH:2]([C:4]1[O:8][N:7]=[C:6]([C:9]2[CH:14]=[CH:13][CH:12]=[CH:11][N:10]=2)[CH:5]=1)[CH3:3].C(Br)(Br)(Br)[Br:16]>ClCCl>[Br:16][CH:2]([C:4]1[O:8][N:7]=[C:6]([C:9]2[CH:14]=[CH:13][CH:12]=[CH:11][N:10]=2)[CH:5]=1)[CH3:3]. Run at temperature 30 celsius, time 2.5 hour. The reactants are OC(C)C1=CC(=NO1)C1=NC=CC=C1 ((RS)-2-(5-(1-hydroxy-ethyl)-isoxazol-3-yl)-pyridine), C(Br)(Br)(Br)Br (carbontetrabromide). Run in ClCCl (dichloromethane). The reactants are NC1=NC=C(C=C1)Br (2-amino-5-bromopyridine), N1=CC=CC=C1 (pyridine), CC1=CC=C(C=C1)S(=O)(=O)Cl (4-methylbenzenesulfonyl chloride), N1=CC=CC=C1 (pyridine), N-5-bromo-2-pyridinyl-S,S-dimethylsulfilimine. Run in ClCCl (Dichloromethane), ClCCl (dichloromethane), ClCCl (dichloromethane). Run at temperature -10 celsius, time 3 day. Product: BrC=1C=CC(=NC1)N=S(C)C (N-(5-bromo-2-pyridinyl)-S,S-dimethylsulfilimine). Yield: 41.0%. Reaction SMILES: [NH2:1][C:2]1[CH:7]=[CH:6][C:5]([Br:8])=[CH:4][N:3]=1.N1C=CC=C[CH:10]=1.CC1C=C[C:19]([S:22](Cl)(=O)=O)=CC=1>ClCCl>[Br:8][C:5]1[CH:6]=[CH:7][C:2]([N:1]=[S:22]([CH3:19])[CH3:10])=[N:3][CH:4]=1. Procedure: A mixture containing about 17 mmol of N-5-bromo-2-pyridinyl-S,S-dimethylsulfilimine in about 30 mL of dichloromethane solution prepared as in Example 3A omitting the recovery step was diluted with 43 mL of dichloromethane and then 10.0 g (58 mmol) of 2-amino-5-bromopyridine, 5.5 g (70 mmol) of pyridine, and 14.2 g (74 mmol) of 4-methylbenzenesulfonyl chloride were added sequentially with stirring and cooling at -10° C. The mixture was allowed to warm to 20° C. with stirring. A white precipitate ...